From a dataset of the Open Reaction Database (ORD), a public repository of structured organic reaction records. describe an organic reaction: reactants, conditions, products, and yield The reactants are CC(C=O)COCCCCC(C)C (2-methyl-3-[(5-methylhexyl)oxy]propanal), OC\C=C(/CCC=C(C)C)\C (Nerol). Yields the product CC(CCCCOCCCC=O)C.CC(C=O)COCCCCC(C)C (4-[(5-methylhexyl)oxy]butanal 2-methyl-3-[(5-methylhexyl)oxy]propanal). RXN SMILES: [CH3:1][CH:2]([CH2:5][O:6][CH2:7][CH2:8][CH2:9][CH2:10][CH:11]([CH3:13])[CH3:12])[CH:3]=[O:4].[OH:14][CH2:15]/C=C(/C)\CCC=C(C)C>>[CH3:13][CH:11]([CH3:12])[CH2:10][CH2:9][CH2:8][CH2:7][O:6][CH2:5][CH2:2][CH2:3][CH:15]=[O:14].[CH3:1][CH:2]([CH2:5][O:6][CH2:7][CH2:8][CH2:9][CH2:10][CH:11]([CH3:13])[CH3:12])[CH:3]=[O:4] |f:2.3|. Procedure details: Odour (2-methyl-3-[(5-methylhexyl)oxy]propanal): Aldehydic, Citrus, Lemon, Nerol Like The reactants are CC(C)(C)c1cccc(NC(=O)c2ccc(N3CCNCC3)nc2)c1, CC(=O)O, COC(=O)C1CCC(C(=O)N2CCN(c3ccc(C(=O)Nc4cccc(C(C)(C)C)c4)cn3)CC2)CC1, CO, ClCCl, O=C1CSC(=O)N1, CN(C)C=O. Product: CC(C)(C)c1cccc(NC(=O)c2ccc(N3CCN(C(=O)CC4SC(=O)NC4=O)CC3)nc2)c1. As a reaction SMILES: [C:12]([c:13]1[cH:14][c:15]([NH:16][C:17](=[O:18])[c:19]2[cH:20][cH:21][c:22]([N:23]3[CH2:24][CH2:25][NH:26][CH2:27][CH2:28]3)[n:29][cH:30]2)[cH:31][cH:32][cH:33]1)([CH3:34])([CH3:35])[CH3:36].[C:1]([OH:2])(=[O:3])[CH3:4].[CH3:37][O:38][C:39]([CH:40]1[CH2:41][CH2:42][CH:44]([C:47](=[O:48])[N:49]2[CH2:50][CH2:51][N:52]([c:55]3[n:56][cH:57][c:58]([C:61]([NH:62][c:63]4[cH:64][c:65]([C:69]([CH3:70])([CH3:71])[CH3:72])[cH:66][cH:67][cH:68]4)=[O:73])[cH:59][cH:60]3)[CH2:53][CH2:54]2)[CH2:43][CH2:45]1)=[O:46].[CH3:74][OH:75].[Cl:81][CH2:82][Cl:83].[O:5]=[C:6]1[S:7][CH2:8][C:9](=[O:11])[NH:10]1.[O:76]=[CH:77][N:78]([CH3:79])[CH3:80]>>[O:5]=[C:6]1[S:7][CH:8]([CH2:44][C:47](=[O:48])[N:49]2[CH2:50][CH2:51][N:52]([c:55]3[n:56][cH:57][c:58]([C:61]([NH:62][c:63]4[cH:64][c:65]([C:69]([CH3:70])([CH3:71])[CH3:72])[cH:66][cH:67][cH:68]4)=[O:73])[cH:59][cH:60]3)[CH2:53][CH2:54]2)[C:9](=[O:11])[NH:10]1. Starting materials: C(C)(C)(C)OC(=O)N1[C@@H](CCCC1)CCOC1=C(C(NC2=CC(=C(C=C12)NC(=O)NC1=NC=NC=C1)Cl)=O)C1=CC(=CC(=C1)C)C ((S)-2-{2-[7-chloro-3-(3,5-dimethylphenyl)-2-oxo-6-(3-pyrimidin-4-yl-ureido)-1,2-dihydroquinolin-4-yloxy]-ethyl}-piperidine-1-carboxylic acid tert-butyl ester), IC (iodomethane), lithium bis(trimethylamide), solution, CN(P(=O)(N(C)C)N(C)C)C (hexamethylphosphoramide). Solvent: O1CCCC1 (tetrahydrofuran), O1CCCC1 (tetrahydrofuran). Conditions: temperature 0 celsius, time 75 minute. The product is C(C)(C)(C)OC(=O)N1[C@@H](CCCC1)CCOC1=C(C(N(C2=CC(=C(C=C12)N(C(=O)NC1=NC=NC=C1)C)Cl)C)=O)C1=CC(=CC(=C1)C)C ((S)-2-{2-[7-chloro-3-(3,5-dimethylphenyl)-1-methyl-6-(1-methyl-3-pyrimidin-4-yl-ureido)-2-oxo-1,2-dihydroquinolin-4-yloxy]-ethyl}-piperidine-1-carboxylic acid tert-butyl ester). Reaction SMILES: CN(C)P([N:8]([CH3:10])[CH3:9])(N(C)C)=O.[C:12]([O:16][C:17]([N:19]1[CH2:24][CH2:23][CH2:22][CH2:21][C@H:20]1[CH2:25][CH2:26][O:27][C:28]1[C:37]2C(=[CH:33][C:34]([Cl:48])=[C:35]([NH:38][C:39]([NH:41][C:42]3[CH:47]=[CH:46][N:45]=[CH:44][N:43]=3)=[O:40])[CH:36]=2)N[C:30](=[O:49])[C:29]=1[C:50]1[CH:55]=[C:54]([CH3:56])[CH:53]=[C:52]([CH3:57])[CH:51]=1)=[O:18])([CH3:15])([CH3:14])[CH3:13].I[CH3:59]>O1CCCC1>[C:12]([O:16][C:17]([N:19]1[CH2:24][CH2:23][CH2:22][CH2:21][C@H:20]1[CH2:25][CH2:26][O:27][C:28]1[C:37]2[C:10](=[CH:33][C:34]([Cl:48])=[C:35]([N:38]([CH3:59])[C:39]([NH:41][C:42]3[CH:47]=[CH:46][N:45]=[CH:44][N:43]=3)=[O:40])[CH:36]=2)[N:8]([CH3:9])[C:30](=[O:49])[C:29]=1[C:50]1[CH:51]=[C:52]([CH3:57])[CH:53]=[C:54]([CH3:56])[CH:55]=1)=[O:18])([CH3:14])([CH3:15])[CH3:13]. Reported procedure: To a solution of lithium bis(trimethylamide) (0.43 mL of a 1M solution in 1.0 mL dry tetrahydrofuran) at -78° C. was added 0.198 mL hexamethylphosphoramide (HMPA) followed by a solution of (S)-2-{2-[7-chloro-3-(3,5-dimethylphenyl)-2-oxo-6-(3-pyrimidin-4-yl-ureido)-1,2-dihydroquinolin-4-yloxy]-ethyl}-piperidine-1-carboxylic acid tert-butyl ester (prepared essentially as described in EXAMPLE 1, 69 mg in 1.5 mL dry tetrahydrofuran) and the mixture stirred at low temperature for 75 minutes. At this ... Reactants: CCOC=C(C(=O)OCC)C(=O)OCC, CCCC[N+](CCCC)(CCCC)CCCC, CCOC(=O)C(=CN(c1ccc(F)c(F)c1F)C(C)CO)C(=O)OCC, [K+], CN(C)C=O, [OH-], O, O=S(=O)([O-])O. The product is CCOC(=O)C(=CN1c2ccc(F)c(F)c2OCC1C)C(=O)OCC. Reaction SMILES: [CH2:29]([O:30][CH:31]=[C:32]([C:33]([O:34][CH2:35][CH3:36])=[O:37])[C:38]([O:39][CH2:40][CH3:41])=[O:42])[CH3:43].[CH2:50]([N+:51]([CH2:52][CH2:53][CH2:54][CH3:55])([CH2:56][CH2:57][CH2:58][CH3:59])[CH2:60][CH2:61][CH2:62][CH3:63])[CH2:64][CH2:65][CH3:66].[F:3][c:4]1[c:5]([N:6]([CH:7]([CH2:8][OH:9])[CH3:10])[CH:11]=[C:12]([C:13](=[O:14])[O:15][CH2:16][CH3:17])[C:18](=[O:19])[O:20][CH2:21][CH3:22])[cH:23][cH:24][c:25]([F:28])[c:26]1[F:27].[K+:2].[O:67]=[CH:68][N:69]([CH3:70])[CH3:71].[OH-:1].[OH2:44].[S:45]([O-:46])([OH:47])(=[O:48])=[O:49]>>[c:4]12[c:5]([cH:23][cH:24][c:25]([F:28])[c:26]1[F:27])[N:6]([CH:11]=[C:12]([C:13](=[O:14])[O:15][CH2:16][CH3:17])[C:18](=[O:19])[O:20][CH2:21][CH3:22])[CH:7]([CH3:10])[CH2:8][O:9]2. Reactants: BrC1=C(C2=CC=C(C(=C2C=C1)C(F)(F)F)OC)C(=O)N(CC(=O)OC(C)(C)C)C(=O)OCC (N-[[2-bromo-6-methoxy-5-(trifluoromethyl)-1-naphthalenyl]carbonyl]-N-(ethoxycarbonyl)glycine, 1,1-dimethylethyl ester). Run in C(=O)O (formic acid), O (water). Reaction conditions: time 15 minute. The product is BrC1=C(C2=CC=C(C(=C2C=C1)C(F)(F)F)OC)C(=O)N(CC(=O)O)C(=O)OCC (N-[[2-Bromo-6-methoxy-5-(trifluoromethyl)-naphthalenyl]carbonyl]-N-(ethoxycarbonyl)glycine). Isolated yield 53.5%. RXN SMILES: [Br:1][C:2]1[CH:11]=[CH:10][C:9]2[C:4](=[CH:5][CH:6]=[C:7]([O:16][CH3:17])[C:8]=2[C:12]([F:15])([F:14])[F:13])[C:3]=1[C:18]([N:20]([C:29]([O:31][CH2:32][CH3:33])=[O:30])[CH2:21][C:22]([O:24]C(C)(C)C)=[O:23])=[O:19]>C(O)=O.O>[Br:1][C:2]1[CH:11]=[CH:10][C:9]2[C:4](=[CH:5][CH:6]=[C:7]([O:16][CH3:17])[C:8]=2[C:12]([F:15])([F:13])[F:14])[C:3]=1[C:18]([N:20]([C:29]([O:31][CH2:32][CH3:33])=[O:30])[CH2:21][C:22]([OH:24])=[O:23])=[O:19]. Procedure: A suspension of N-[[2-bromo-6-methoxy-5-(trifluoromethyl)-1-naphthalenyl]carbonyl]-N-(ethoxycarbonyl)glycine, 1,1-dimethylethyl ester (4.68 g, 8.76 mmol) in formic acid (150 mL) was stirred at room temperature under a dry nitrogen atmosphere. After 15 minutes, dissolution occurred. After 11/4 hours, the reaction was diluted with water (1.2 L). The aqueous phase was extracted with ether (2×300 mL). The extracts were combined, dried with magnesium sulfate, and the ether was removed. The residue wa... The solvent is CN(C)C=O (DMF), C1(=CC=CC=C1)C (toluene), hexanes. Product: BrC1=C(C=C(C=C1F)[N+](=O)[O-])[N+](=O)[O-] (2-Bromo-1,5-Dinitro-3-Fluorobenzene). RXN SMILES: [N+:1]([C:4]1[CH:9]=[C:8]([N+:10]([O-:12])=[O:11])[C:7](O)=[C:6]([F:14])[CH:5]=1)([O-:3])=[O:2].P(Br)(Br)[Br:16]>CN(C=O)C.C1(C)C=CC=CC=1>[Br:16][C:7]1[C:6]([F:14])=[CH:5][C:4]([N+:1]([O-:3])=[O:2])=[CH:9][C:8]=1[N+:10]([O-:12])=[O:11]. Run at temperature 110 celsius. Starting materials: [N+](=O)([O-])C1=CC(=C(C(=C1)[N+](=O)[O-])O)F (4,6-dinitro-2-fluorophenol), P(Br)(Br)Br (PBr3). Procedure details: To a solution of 4,6-dinitro-2-fluorophenol (8 g, 39.60 mmol, 1 equiv) in DMF (24 mL) and toluene (160 mL), PBr3 (5.6 mL, 59.40 mmol, 1.5 equiv) was added at room temperature. Then the reaction mixture was heated at 110° C. for 1 hour. After allowing to cool to room temperature, the upper colorless layer was poured into a separate funnel and diluted with hexanes. The organic layer was washed with water, dried over MgSO4 and evaporated to dryness to give the product (10.3 g, 98%) as a yellow soli... The yield is 98.2%. Reactants: CS(=O)(=O)OCCNC(C1=CC=C(C=C1)Cl)=O (N-(2-methylsulfonyloxyethyl)-4-chlorobenzamide), N (ammonia). The solvent is CN(C=O)C (dimethylformamide), CN(C=O)C (dimethylformamide). Conditions: time 2 hour. The product is NCCNC(C1=CC=C(C=C1)Cl)=O (N-(2-aminoethyl)-4-chlorobenzamide). Reaction SMILES: CS(O[CH2:6][CH2:7][NH:8][C:9](=[O:17])[C:10]1[CH:15]=[CH:14][C:13]([Cl:16])=[CH:12][CH:11]=1)(=O)=O.[NH3:18]>CN(C)C=O>[NH2:18][CH2:6][CH2:7][NH:8][C:9](=[O:17])[C:10]1[CH:15]=[CH:14][C:13]([Cl:16])=[CH:12][CH:11]=1. Procedure details: The N-(2-methylsulfonyloxyethyl)-4-chlorobenzamide obtained is dissolved in 5 ml of dimethylformamide and added dropwise at room temperature to a solution of ammonia in dimethylformamide. After stirring for 2 hours, the mixture is worked-up and there is obtained N-(2-aminoethyl)-4-chlorobenzamide which is identical with the product obtained in Example 1.